Dataset: the Open Reaction Database (ORD), a public repository of structured organic reaction records. Task: describe an organic reaction: reactants, conditions, products, and yield Starting materials: CC(C)O, COCCOc1cc2nncc(Cl)c2cc1OC, CN(C)C=O, Cc1ccc(N)cc1O. RXN SMILES: [CH:28]([OH:29])([CH3:30])[CH3:31].[Cl:1][c:2]1[cH:3][n:4][n:5][c:6]2[cH:7][c:8]([O:14][CH2:15][CH2:16][O:17][CH3:18])[c:9]([O:12][CH3:13])[cH:10][c:11]12.[O:32]=[CH:33][N:34]([CH3:35])[CH3:36].[OH:19][c:20]1[cH:21][c:22]([NH2:23])[cH:24][cH:25][c:26]1[CH3:27]>>[ClH:1].[c:2]1([NH:23][c:22]2[cH:21][c:20]([OH:19])[c:26]([CH3:27])[cH:25][cH:24]2)[cH:3][n:4][n:5][c:6]2[cH:7][c:8]([O:14][CH2:15][CH2:16][O:17][CH3:18])[c:9]([O:12][CH3:13])[cH:10][c:11]12. Product: Cl, COCCOc1cc2nncc(Nc3ccc(C)c(O)c3)c2cc1OC. Reactants: ClC=1C=CC(=C(CN2C3=C(NCC2)N=CC(=C3)I)C1)C(F)(F)F (1-(5-Chloro-2-trifluoromethylbenzyl)-7-iodo-1,2,3,4-tetrahydropyrido[2,3-b]pyrazine), N1(CCCC1)C1CCN(CC1)C(=O)C1=CC=C(C=C1)B1OC(C(O1)(C)C)(C)C ((4-(pyrrolidin-1-yl)piperidin-1-yl)-[4-(4,4,5,5-tetramethyl[1,3,2]dioxaborolan-2-yl)phenyl]methanone). Product: ClC=1C=CC(=C(CN2C3=C(NCC2)N=CC(=C3)C3=CC=C(C=C3)C(=O)N3CCC(CC3)N3CCCC3)C1)C(F)(F)F ({4-[1-(5-Chloro-2-trifluoromethylbenzyl)-1,2,3,4-tetrahydropyrido[2,3-b]pyrazin-7-yl]phenyl}-(4-(pyrrolidin-1-yl)piperidin-1-yl)methanone). Isolated yield 19.0%. Reaction SMILES: [Cl:1][C:2]1[CH:3]=[CH:4][C:5]([C:20]([F:23])([F:22])[F:21])=[C:6]([CH:19]=1)[CH2:7][N:8]1[CH2:13][CH2:12][NH:11][C:10]2[N:14]=[CH:15][C:16](I)=[CH:17][C:9]1=2.[N:24]1([CH:29]2[CH2:34][CH2:33][N:32]([C:35]([C:37]3[CH:42]=[CH:41][C:40](B4OC(C)(C)C(C)(C)O4)=[CH:39][CH:38]=3)=[O:36])[CH2:31][CH2:30]2)[CH2:28][CH2:27][CH2:26][CH2:25]1>>[Cl:1][C:2]1[CH:3]=[CH:4][C:5]([C:20]([F:23])([F:22])[F:21])=[C:6]([CH:19]=1)[CH2:7][N:8]1[CH2:13][CH2:12][NH:11][C:10]2[N:14]=[CH:15][C:16]([C:40]3[CH:41]=[CH:42][C:37]([C:35]([N:32]4[CH2:31][CH2:30][CH:29]([N:24]5[CH2:25][CH2:26][CH2:27][CH2:28]5)[CH2:34][CH2:33]4)=[O:36])=[CH:38][CH:39]=3)=[CH:17][C:9]1=2. Procedure: 1-(5-Chloro-2-trifluoromethylbenzyl)-7-iodo-1,2,3,4-tetrahydropyrido[2,3-b]pyrazine (40 mg) was reacted with (4-(pyrrolidin-1-yl)piperidin-1-yl)-[4-(4,4,5,5-tetramethyl[1,3,2]dioxaborolan-2-yl)phenyl]methanone as in General Procedure 4A to give the title compound as an orange foam (19% yield). M.p. (foam), LCMS: m/z=487.19, 1H-NMR (CDCl3, 400 MHz) δ 1.43-1.62 (m, 3H), 1.65-1.99 (m, 3H), 2.21-2.30 (m, 2H), 2.52-2.61 (m, 6H), 2.87-3.08 (m, 3H), 3.47-3.51 (m, 2H), 3.65-3.71 (m, 2H), 4.62 (s, 2H), 5... The solvent is O (water). Yields the product [N+](=O)([O-])[O-].[La+3].[N+](=O)([O-])[O-].[N+](=O)([O-])[O-] (lanthanum nitrate). RXN SMILES: O.O.O.O.O.O.[N+:7]([O-:10])([O-:9])=[O:8].[La+3:11].[N+:12]([O-:15])([O-:14])=[O:13].[N+:16]([O-:19])([O-:18])=[O:17]>O>[N+:7]([O-:10])([O-:9])=[O:8].[La+3:11].[N+:12]([O-:15])([O-:14])=[O:13].[N+:16]([O-:19])([O-:18])=[O:17] |f:0.1.2.3.4.5.6.7.8.9,11.12.13.14|. The reactants are O.O.O.O.O.O.[N+](=O)([O-])[O-].[La+3].[N+](=O)([O-])[O-].[N+](=O)([O-])[O-] (Lanthanum nitrate hexahydrate). Procedure details: Lanthanum nitrate hexahydrate 2.00 g was dissolved in 7.3 g of water to provide an aqueous solution of lanthanum nitrate. Fifteen (15.0) g of γ-alumina (NEOBEAD GB-45® manufactured by Mizusawa Chemical Industries, Co.) was impregnated with the solution prepared as described above and dried in air at 120° C., followed by a sequential calcination in air at 500° C. for 5 hours and in nitrogen at 500° C. for 5 hours. Thus lanthanum oxide supported on γ-alumina was obtained, which was labelled Cataly... RXN SMILES: [C:24]([c:25]1[cH:26][cH:27][cH:28][cH:29][cH:30]1)(=[O:31])[Cl:32].[O:1]1[CH2:2][CH2:3][N:4]([C:7](=[O:8])[CH2:9][N:10]2[CH2:11][CH2:12][N:13]([CH2:16][c:17]3[c:18]([NH2:23])[cH:19][cH:20][cH:21][cH:22]3)[CH2:14][CH2:15]2)[CH2:5][CH2:6]1.[cH:33]1[cH:34][cH:35][n:36][cH:37][cH:38]1>>[O:1]1[CH2:2][CH2:3][N:4]([C:7](=[O:8])[CH2:9][N:10]2[CH2:11][CH2:12][N:13]([CH2:16][c:17]3[c:18]([NH:23][C:24]([c:25]4[cH:26][cH:27][cH:28][cH:29][cH:30]4)=[O:31])[cH:19][cH:20][cH:21][cH:22]3)[CH2:14][CH2:15]2)[CH2:5][CH2:6]1. Product: O=C(Nc1ccccc1CN1CCN(CC(=O)N2CCOCC2)CC1)c1ccccc1. Starting materials: O=C(Cl)c1ccccc1, Nc1ccccc1CN1CCN(CC(=O)N2CCOCC2)CC1, c1ccncc1. Starting materials: Cl.Cl.NCC=1C=CC(=NC1)N1NC=C(C1=O)C=1C=NC=CC1 (2-[5-(Aminomethyl)pyridin-2-yl]-4-pyridin-3-yl-1,2-dihydro-3H-pyrazol-3-one dihydrochloride), C(C)(C)N(C(C)C)CC (N,N-diisopropylethylamine), CC(C(=O)Cl)(C)C (2,2-dimethylpropanoyl chloride). Run in ClCCl (dichloromethane). Conditions: time 5 minute. Product: Cl.CC(C(=O)NCC=1C=NC(=CC1)N1NC=C(C1=O)C=1C=NC=CC1)(C)C (2,2-Dimethyl-N-{[6-(5-oxo-4-pyridin-3-yl-2,5-dihydro-1H-pyrazol-1-yl)pyridin-3-yl]methyl}-propanamide hydrochloride). RXN SMILES: Cl.Cl.[NH2:3][CH2:4][C:5]1[CH:6]=[CH:7][C:8]([N:11]2[C:15](=[O:16])[C:14]([C:17]3[CH:18]=[N:19][CH:20]=[CH:21][CH:22]=3)=[CH:13][NH:12]2)=[N:9][CH:10]=1.C(N(CC)C(C)C)(C)C.[CH3:32][C:33]([CH3:38])([CH3:37])[C:34]([Cl:36])=[O:35]>ClCCl>[ClH:36].[CH3:32][C:33]([CH3:38])([CH3:37])[C:34]([NH:3][CH2:4][C:5]1[CH:10]=[N:9][C:8]([N:11]2[C:15](=[O:16])[C:14]([C:17]3[CH:18]=[N:19][CH:20]=[CH:21][CH:22]=3)=[CH:13][NH:12]2)=[CH:7][CH:6]=1)=[O:35] |f:0.1.2,6.7|. Procedure: 100 mg (0.3 mmol) of the compound from Example 13 are suspended in 3 ml of dichloromethane. 152 mg (1.2 mmol) of N,N-diisopropylethylamine (Hünig base) are added, and the mixture is stirred at RT for 5 min. 43 mg (0.4 mmol) of 2,2-dimethylpropanoyl chloride are then added, and the mixture is stirred at RT for 16 h. The mixture is then concentrated on a rotary evaporator, the residue is taken up in 5 ml of dioxane and 1 ml 1 N aqueous sodium hydroxide solution is added. This mixture is then purif... Reactants: C(#N)C1=CC=C(OCCCN2C(C(N(CC2)C(CC(=O)O)C=2C=NC=CC2)=O)=O)C=C1 ((-)-3-[4-[3-(4-cyanophenoxy)propyl]-2,3-dioxopiperazin-1-yl]-3-(pyridin-3-yl)propionic acid), S(=O)(Cl)Cl (thionyl chloride), C(C)O (ethanol). The product is C(#N)C1=CC=C(OCCCN2C(C(N(CC2)C(CC(=O)OCC)C=2C=NC=CC2)=O)=O)C=C1 (ethyl (-)-3-[4-[3-(4-cyanophenoxy)propyl]-2,3-dioxopiperazin-1-yl]-3-(pyridin-3-yl)propionate). As a reaction SMILES: [C:1]([C:3]1[CH:31]=[CH:30][C:6]([O:7][CH2:8][CH2:9][CH2:10][N:11]2[CH2:16][CH2:15][N:14]([CH:17]([C:22]3[CH:23]=[N:24][CH:25]=[CH:26][CH:27]=3)[CH2:18][C:19]([OH:21])=[O:20])[C:13](=[O:28])[C:12]2=[O:29])=[CH:5][CH:4]=1)#[N:2].S(Cl)(Cl)=O.[CH2:36](O)[CH3:37]>>[C:1]([C:3]1[CH:4]=[CH:5][C:6]([O:7][CH2:8][CH2:9][CH2:10][N:11]2[CH2:16][CH2:15][N:14]([CH:17]([C:22]3[CH:23]=[N:24][CH:25]=[CH:26][CH:27]=3)[CH2:18][C:19]([O:21][CH2:36][CH3:37])=[O:20])[C:13](=[O:28])[C:12]2=[O:29])=[CH:30][CH:31]=1)#[N:2]. Procedure details: In 14 ml of ethanol was suspended 0.70 g of (-)-3-[4-[3-(4-cyanophenoxy)propyl]-2,3-dioxopiperazin-1-yl]-3-(pyridin-3-yl)propionic acid, followed by adding thereto 0.15 ml of thionyl chloride under ice-cooling, and the resulting mixture was heated under reflux for 1 hour. After completion of the reaction, the solvent was distilled off under reduced pressure and 10 ml of ethyl acetate and 10 ml of water were added to the resulting residue, and the pH was adjusted to 7.5 with a saturated aqueous s... The reactants are COC1=CC=C(CN2C=NC=3N4C(N(C(C23)=O)CC2=NC3=CC=CC=C3C(=N2)C)=NCC4)C=C1 (3-(4-methoxybenzyl)-5-((4-methylquinazolin-2-yl)methyl)-7,8-dihydro-3H-imidazo[2,1-b]purin-4(5H)-one), C1CC(=O)N(C1=O)Br (NBS), C1CC(=O)N(C1=O)Br (NBS). Run in CC#N (CH3CN). Reaction conditions: time 1.5 hour. The product is BrC1=NC=2N3C(N(C(C2N1)=O)CC1=NC2=CC=CC=C2C(=N1)C)=NCC3 (2-bromo-5-((4-methylquinazolin-2-yl)methyl)-7,8-dihydro-3H-imidazo[2,1-b]purin-4(5H)-one). Reaction SMILES: COC1C=CC(C[N:8]2[C:16]3[C:15](=[O:17])[N:14]([CH2:18][C:19]4[N:28]=[C:27]([CH3:29])[C:26]5[C:21](=[CH:22][CH:23]=[CH:24][CH:25]=5)[N:20]=4)[C:13]4=[N:30][CH2:31][CH2:32][N:12]4[C:11]=3[N:10]=[CH:9]2)=CC=1.C1C(=O)N([Br:42])C(=O)C1>CC#N>[Br:42][C:9]1[NH:8][C:16]2[C:15](=[O:17])[N:14]([CH2:18][C:19]3[N:28]=[C:27]([CH3:29])[C:26]4[C:21](=[CH:22][CH:23]=[CH:24][CH:25]=4)[N:20]=3)[C:13]3=[N:30][CH2:31][CH2:32][N:12]3[C:11]=2[N:10]=1. Procedure details: To 5-((4-methylquinazolin-2-yl)methyl)-7,8-dihydro-3H-imidazo[2,1-b]purin-4(5H)-one 13 (386 mg, 1.16 mmol) in CH3CN (10 ml) was added NBS (268 mg, 1.51 mmol) at 0° C., stirred for 1.5 hr. Another 41 mg of NBS was added, stirred for 30 minutes. The reaction was quenched by adding water (15 ml), washed with DCM (2×15 ml). The organic phase was washed with HCl (1 M, 10 ml). The combined aqueous phase was concentrated and purified by flash chromatography (MeOHIDCM, MeOH contains 1% Et3N) to afford 2...